This data is from the Open Reaction Database (ORD), a public repository of structured organic reaction records. The task is: describe an organic reaction: reactants, conditions, products, and yield Starting materials: COc1ccc2[nH]cc(C3CCN(CCN4C(=O)c5cccc6cccc(c56)C4=O)CC3)c2c1, Cl, c1ccncc1, c1ccncc1. The product is O=C1c2cccc3cccc(c23)C(=O)N1CCN1CCC(c2c[nH]c3ccc(O)cc23)CC1. Reaction SMILES: [CH3:1][O:2][c:3]1[cH:4][c:5]2[c:6]([CH:12]3[CH2:13][CH2:14][N:15]([CH2:18][CH2:19][N:20]4[C:21](=[O:34])[c:22]5[cH:23][cH:24][cH:25][c:26]6[c:27]5[c:28]([cH:31][cH:32][cH:33]6)[C:29]4=[O:30])[CH2:16][CH2:17]3)[cH:7][nH:8][c:9]2[cH:10][cH:11]1.[ClH:35].[cH:42]1[cH:43][cH:44][n:45][cH:46][cH:47]1.[n:36]1[cH:37][cH:38][cH:39][cH:40][cH:41]1>>[OH:2][c:3]1[cH:4][c:5]2[c:6]([CH:12]3[CH2:13][CH2:14][N:15]([CH2:18][CH2:19][N:20]4[C:21](=[O:34])[c:22]5[cH:23][cH:24][cH:25][c:26]6[c:27]5[c:28]([cH:31][cH:32][cH:33]6)[C:29]4=[O:30])[CH2:16][CH2:17]3)[cH:7][nH:8][c:9]2[cH:10][cH:11]1. Reactants: Brc1csc(Br)n1, C1COCCN1, CCO, CCN(C(C)C)C(C)C. The product is Brc1csc(N2CCOCC2)n1. Reaction SMILES: [Br:10][c:11]1[s:12][cH:13][c:14]([Br:16])[n:15]1.[CH2:17]1[CH2:18][O:19][CH2:20][CH2:21][NH:22]1.[CH3:23][CH2:24][OH:25].[CH:1]([N:2]([CH2:3][CH3:4])[CH:5]([CH3:6])[CH3:7])([CH3:8])[CH3:9]>>[c:11]1([N:22]2[CH2:17][CH2:18][O:19][CH2:20][CH2:21]2)[s:12][cH:13][c:14]([Br:16])[n:15]1. Starting materials: C=CC(O)c1c(C)noc1-c1ccc(Br)cc1, CCOC(=O)C1(c2ccc(B3OC(C)(C)C(C)(C)O3)cc2)CC1, Cl[Pd]Cl, c1ccc(P(c2ccccc2)c2ccccc2)cc1, c1ccc(P(c2ccccc2)c2ccccc2)cc1. The product is C=CC(O)c1c(C)noc1-c1ccc(-c2ccc(C3(C(=O)OCC)CC3)cc2)cc1. As a reaction SMILES: [Br:1][c:2]1[cH:3][cH:4][c:5](-[c:8]2[c:9]([CH:14]([CH:15]=[CH2:16])[OH:17])[c:10]([CH3:13])[n:11][o:12]2)[cH:6][cH:7]1.[CH2:18]([CH3:19])[O:20][C:21](=[O:22])[C:23]1([c:26]2[cH:27][cH:28][c:29]([B:32]3[O:33][C:34]([CH3:35])([CH3:36])[C:37]([CH3:38])([CH3:39])[O:40]3)[cH:30][cH:31]2)[CH2:24][CH2:25]1.[Pd:41]([Cl:42])[Cl:43].[c:44]1([P:45]([c:46]2[cH:47][cH:48][cH:49][cH:50][cH:51]2)[c:52]2[cH:53][cH:54][cH:55][cH:56][cH:57]2)[cH:58][cH:59][cH:60][cH:61][cH:62]1.[c:63]1([P:64]([c:65]2[cH:66][cH:67][cH:68][cH:69][cH:70]2)[c:71]2[cH:72][cH:73][cH:74][cH:75][cH:76]2)[cH:77][cH:78][cH:79][cH:80][cH:81]1>>[c:2]1(-[c:29]2[cH:28][cH:27][c:26]([C:23]3([C:21]([O:20][CH2:18][CH3:19])=[O:22])[CH2:24][CH2:25]3)[cH:31][cH:30]2)[cH:3][cH:4][c:5](-[c:8]2[c:9]([CH:14]([CH:15]=[CH2:16])[OH:17])[c:10]([CH3:13])[n:11][o:12]2)[cH:6][cH:7]1. Starting materials: COC(=O)C(NC(=O)C(COc1ccc(Br)cc1)NC(=O)OC(C)(C)C)C(C)C, CCN(C(C)C)C(C)C, O=C(Cl)Oc1ccccc1, O=C(O)C(F)(F)F, C1COCCO1, CN(C)C=O, O. The product is COC(=O)C(C(C)C)N1C(=O)NC(COc2ccc(Br)cc2)C1=O. As a reaction SMILES: [CH3:1][O:2][C:3]([CH:4]([CH:5]([CH3:6])[CH3:7])[NH:8][C:9]([CH:10]([CH2:11][O:12][c:13]1[cH:14][cH:15][c:16]([Br:19])[cH:17][cH:18]1)[NH:20][C:21](=[O:22])[O:23][C:24]([CH3:25])([CH3:26])[CH3:27])=[O:28])=[O:29].[CH:31]([N:32]([CH2:33][CH3:34])[CH:35]([CH3:36])[CH3:37])([CH3:38])[CH3:39].[Cl:40][C:41]([O:42][c:43]1[cH:44][cH:45][cH:46][cH:47][cH:48]1)=[O:49].[F:50][C:51]([F:52])([F:53])[C:54]([OH:55])=[O:56].[O:57]1[CH2:58][CH2:59][O:60][CH2:61][CH2:62]1.[O:63]=[CH:64][N:65]([CH3:66])[CH3:67].[OH2:30]>>[CH3:1][O:2][C:3]([CH:4]([CH:5]([CH3:6])[CH3:7])[N:8]1[C:9](=[O:28])[CH:10]([CH2:11][O:12][c:13]2[cH:14][cH:15][c:16]([Br:19])[cH:17][cH:18]2)[NH:20][C:21]1=[O:22])=[O:29]. The reactants are CC[Al](CC)CC, CC12C=CC(=O)C=C1CCC1C2CCC2(C)C(=O)CCC12, CCCCCC, [Cu]Br, C1COCCO1, O. Product: CCC1CC(=O)C=C2CCC3C4CCC(=O)C4(C)CCC3C21C. Reaction SMILES: [CH2:22]([CH3:23])[Al:24]([CH2:25][CH3:26])[CH2:27][CH3:28].[CH3:1][C:2]12[C:3](=[O:21])[CH2:4][CH2:5][CH:6]1[CH:7]1[CH2:8][CH2:9][C:10]3=[CH:11][C:12](=[O:20])[CH:13]=[CH:14][C:15]3([CH3:16])[CH:17]1[CH2:18][CH2:19]2.[CH3:36][CH2:37][CH2:38][CH2:39][CH2:40][CH3:41].[Cu:42][Br:43].[O:30]1[CH2:31][CH2:32][O:33][CH2:34][CH2:35]1.[OH2:29]>>[CH3:1][C:2]12[C:3](=[O:21])[CH2:4][CH2:5][CH:6]1[CH:7]1[CH2:8][CH2:9][C:10]3=[CH:11][C:12](=[O:20])[CH2:13][CH:14]([CH2:22][CH3:23])[C:15]3([CH3:16])[CH:17]1[CH2:18][CH2:19]2. Starting materials: CC1CCC2(OC1)OC1CC3C4CCC5CC(O[Si](C)(C)C(C)(C)C)CCC5(C)C4C(O)C(O)C3(C)C1C2C, ClCCl, CC(=O)OC(C)=O, CN(C)c1ccccn1, c1ccncc1. Product: CC(=O)OC1C(O)C2C(CCC3CC(O[Si](C)(C)C(C)(C)C)CCC32C)C2CC3OC4(CCC(C)CO4)C(C)C3C21C. Reaction SMILES: [C:1]([CH3:2])([CH3:3])([CH3:4])[Si:5]([O:6][CH:7]1[CH2:8][CH:9]2[CH2:10][CH2:11][CH:12]3[CH:13]4[CH2:14][CH:15]5[CH:16]([CH:17]([CH3:18])[C:19]6([O:20]5)[CH2:21][CH2:22][CH:23]([CH3:24])[CH2:25][O:26]6)[C:27]4([CH3:37])[CH:28]([OH:36])[CH:29]([OH:35])[CH:30]3[C:31]2([CH3:34])[CH2:32][CH2:33]1)([CH3:38])[CH3:39].[CH2:62]([Cl:63])[Cl:64].[CH3:40][C:41](=[O:42])[O:43][C:44](=[O:45])[CH3:46].[CH3:53][N:54]([c:55]1[cH:56][cH:57][cH:58][cH:59][n:60]1)[CH3:61].[cH:47]1[cH:48][cH:49][n:50][cH:51][cH:52]1>>[C:1]([CH3:2])([CH3:3])([CH3:4])[Si:5]([O:6][CH:7]1[CH2:8][CH:9]2[CH2:10][CH2:11][CH:12]3[CH:13]4[CH2:14][CH:15]5[CH:16]([CH:17]([CH3:18])[C:19]6([O:20]5)[CH2:21][CH2:22][CH:23]([CH3:24])[CH2:25][O:26]6)[C:27]4([CH3:37])[CH:28]([O:36][C:41]([CH3:40])=[O:42])[CH:29]([OH:35])[CH:30]3[C:31]2([CH3:34])[CH2:32][CH2:33]1)([CH3:38])[CH3:39]. Starting materials: CC1(C=2C=CC(=CC2CCC1)OCC(=O)OC(C)(C)C)C (tert-butyl [(5,5-dimethyl-5,6,7,8-tetrahydronaphthalen-2-yl)oxy]acetate), FC(C(=O)O)(F)F (trifluoroacetic acid). Run in C(Cl)Cl (methylene dichloride). Reaction conditions: temperature 0 celsius, time 2 hour. The product is CC1(C=2C=CC(=CC2CCC1)OCC(=O)O)C ([(5,5-Dimethyl-5,6,7,8-tetrahydronaphthalen-2-yl)oxy]acetic acid). Isolated yield 64.5%. As a reaction SMILES: [CH3:1][C:2]1([CH3:21])[CH2:11][CH2:10][CH2:9][C:8]2[CH:7]=[C:6]([O:12][CH2:13][C:14]([O:16]C(C)(C)C)=[O:15])[CH:5]=[CH:4][C:3]1=2.FC(F)(F)C(O)=O>C(Cl)Cl>[CH3:1][C:2]1([CH3:21])[CH2:11][CH2:10][CH2:9][C:8]2[CH:7]=[C:6]([O:12][CH2:13][C:14]([OH:16])=[O:15])[CH:5]=[CH:4][C:3]1=2. Procedure details: A mixture of tert-butyl [(5,5-dimethyl-5,6,7,8-tetrahydronaphthalen-2-yl)oxy]acetate (2.8 g, 9.6 mmol), trifluoroacetic acid (10.0 ml) and methylene dichloride (20 ml) was stirred for 2 hours at 0° C. After being concentrated under reduced pressure, the crude residue was triturated using hexane and collected by filtration to give 1.45 g of the title compound as a white solid, which was used for further reaction without purification. Starting materials: Nc1cnc(OCC(F)(F)F)c(-c2ccc(Cl)cc2)c1, O=C(O)c1cc[nH]c(=O)c1. Yields the product O=C(Nc1cnc(OCC(F)(F)F)c(-c2ccc(Cl)cc2)c1)c1cc[nH]c(=O)c1. As a reaction SMILES: [Cl:1][c:2]1[cH:3][cH:4][c:5](-[c:8]2[cH:9][c:10]([NH2:20])[cH:11][n:12][c:13]2[O:14][CH2:15][C:16]([F:17])([F:18])[F:19])[cH:6][cH:7]1.[O:21]=[c:22]1[nH:23][cH:24][cH:25][c:26]([C:28](=[O:29])[OH:30])[cH:27]1>>[Cl:1][c:2]1[cH:3][cH:4][c:5](-[c:8]2[cH:9][c:10]([NH:20][C:28]([c:26]3[cH:25][cH:24][nH:23][c:22](=[O:21])[cH:27]3)=[O:29])[cH:11][n:12][c:13]2[O:14][CH2:15][C:16]([F:17])([F:18])[F:19])[cH:6][cH:7]1. Starting materials: NC1=NC=NC=C1C(=O)O (4-aminopyrimidine-5-carboxylic acid), Cl.CN (methylamine hydrogen chloride), C(CCl)Cl (EDC), C=1C=CC2=C(C1)N=NN2O (HOBt), CCN(C(C)C)C(C)C (DIEA). Solvent: CN(C)C=O (DMF). Conditions: time 8 hour. The product is NC1=NC=NC=C1C(=O)NC (4-amino-N-methylpyrimidine-5-carboxamide). The yield is 85.5%. Reaction SMILES: [NH2:1][C:2]1[C:7]([C:8]([OH:10])=O)=[CH:6][N:5]=[CH:4][N:3]=1.Cl.CN.C(Cl)CCl.C1C=CC2N(O)N=[N:24][C:22]=2C=1.CCN(C(C)C)C(C)C>CN(C=O)C>[NH2:1][C:2]1[C:7]([C:8]([NH:24][CH3:22])=[O:10])=[CH:6][N:5]=[CH:4][N:3]=1 |f:1.2|. Reported procedure: To the mixture of 4-aminopyrimidine-5-carboxylic acid (0.75 g, 5.39 mmol), methylamine hydrogen chloride (0.44 g, 1.2 eq), EDC (1.67 g, 1.5 eq), HOBt (0.87 g, 1.2 eq) in DMF (20 mL) was added DIEA (3.8 mL, 4.0 eq). The mixture was stirred at room temperature overnight. The crude was concentrated and dissolved in EtOAc. It was washed with saturated NaHCO3 solution. The solvent was removed and the crude was purified by silica gel chromatography (0%˜20% MeOH/DCM) to obtain the desired product 4-ami...